From a dataset of the Open Reaction Database (ORD), a public repository of structured organic reaction records. describe an organic reaction: reactants, conditions, products, and yield The reactants are NC1=C(C(=O)O)C=CC(=C1)[N+](=O)[O-] (2-amino-4-nitrobenzoic acid), CS(=O)(=O)Cl (methanesulfonyl chloride), CN (methylamine), N1(CCCC1)CCCOC1=CC=C(C=O)C=C1 (4-(3-pyrrolidin-1-ylpropoxy)benzaldehyde). The product is CN1C(=NC2=CC(=CC=C2C1=O)NS(=O)(=O)C)C1=CC=C(C=C1)OCCCN1CCCC1 (3-Methyl-7-methylsulfonylamino-2-[4-(3-pyrrolidin-1-ylpropoxy)phenyl]-4(3H)-quinazolinone). Reaction SMILES: [NH2:1][C:2]1[CH:10]=[C:9]([N+:11]([O-])=O)[CH:8]=[CH:7][C:3]=1[C:4]([OH:6])=O.[CH3:14][NH2:15].[N:16]1([CH2:21][CH2:22][CH2:23][O:24][C:25]2[CH:32]=[CH:31][C:28]([CH:29]=O)=[CH:27][CH:26]=2)[CH2:20][CH2:19][CH2:18][CH2:17]1.[CH3:33][S:34](Cl)(=[O:36])=[O:35]>>[CH3:14][N:15]1[C:4](=[O:6])[C:3]2[C:2](=[CH:10][C:9]([NH:11][S:34]([CH3:33])(=[O:36])=[O:35])=[CH:8][CH:7]=2)[N:1]=[C:29]1[C:28]1[CH:31]=[CH:32][C:25]([O:24][CH2:23][CH2:22][CH2:21][N:16]2[CH2:20][CH2:19][CH2:18][CH2:17]2)=[CH:26][CH:27]=1. Procedure details: The entitled compound was obtained according to the method of Example 70 but starting from 2-amino-4-nitrobenzoic acid, methylamine and 4-(3-pyrrolidin-1-ylpropoxy)benzaldehyde and methanesulfonyl chloride. Reactants: CN1C2=CC=CC=C2C=2C(CCCC12)=O (9-methyl-4-oxo-1,2,3,4-tetrahydrocarbazole), [H-].[Na+] (Sodium hydride), C1(=CC=CC=C1)S(=O)OC (methyl phenylsulfinate). The solvent is O1CCCC1 (tetrahydrofuran), O (water). Run at temperature 50 celsius, time 1 hour. The product is OC1=CC=CC=2N(C3=CC=CC=C3C12)C (4-Hydroxy-9-methyl Carbazole). Reaction SMILES: [CH3:1][N:2]1[C:14]2[CH2:13][CH2:12][CH2:11][C:10](=[O:15])[C:9]=2[C:8]2[C:3]1=[CH:4][CH:5]=[CH:6][CH:7]=2.[H-].[Na+].C1(S(OC)=O)C=CC=CC=1>O1CCCC1.O>[OH:15][C:10]1[C:9]2[C:8]3[C:3](=[CH:4][CH:5]=[CH:6][CH:7]=3)[N:2]([CH3:1])[C:14]=2[CH:13]=[CH:12][CH:11]=1 |f:1.2|. Procedure: A suspension of 9-methyl-4-oxo-1,2,3,4-tetrahydrocarbazole (prepared by the methods described by Osuka, A.; Mori, Y.; Suzuki, H. Chem. Lett. 1982, 2031-2034; and Elz, S.; Heil, W. L. Biorg. Med. Chem. Lett. 1995, 5, 667). (0.20 g, 1.0 mmol) in 3 mL tetrahydrofuran was sonicated and heated to 50° C. Sodium hydride (60% dispersion in mineral oil; 0.07 g, 1.8 mmol) was added in one portion. Sonication and heating was continued for 1 hour and then methyl phenylsulfinate (0.2 g, 1.2 mmol) was added i...